This data is from the Open Reaction Database (ORD), a public repository of structured organic reaction records. The task is: describe an organic reaction: reactants, conditions, products, and yield Reactants: intermediate XXII, C(C1=CC=CC=C1)[C@@H]([C@H](CCCC)O)NC(OC(C)(C)C)=O (tert-butyl (1S,2S)-1-benzyl-2-hydroxyhexylcarbamate), C1(=CC=CC=C1)O (phenol), N=[N+]=[N-] (hydrazoic acid). Solvent: CN(C)C=O (DMF). Yields the product N(=[N+]=[N-])[C@H]([C@H](CC1=CC=CC=C1)N)COC1=CC=CC=C1 ((2S,3R)-3-azido-4-phenoxy-1-phenylbutan-2-amine). RXN SMILES: [C:1]1([OH:7])[CH:6]=[CH:5][CH:4]=[CH:3][CH:2]=1.[NH:8]=[N+:9]=[N-:10].[CH2:11]([C@H:18]([NH:25]C(=O)OC(C)(C)C)[C@@H:19](O)[CH2:20]CCC)[C:12]1[CH:17]=[CH:16][CH:15]=[CH:14][CH:13]=1>CN(C=O)C>[N:8]([C@@H:19]([CH2:20][O:7][C:1]1[CH:6]=[CH:5][CH:4]=[CH:3][CH:2]=1)[C@@H:18]([NH2:25])[CH2:11][C:12]1[CH:17]=[CH:16][CH:15]=[CH:14][CH:13]=1)=[N+:9]=[N-:10]. Procedure: Prepared in a manner to similar to intermediate XXII. Step A employed DMF as solvent and 3 equiv of phenol as nucleophile. Steps B and C were substituted with Mitsunobu hydrazoic acid inversion (see Intermediate I step C): ES MS (M+H)=283.6. The reactants are [Cl-].N=C1CCCCC(N1)CCC1=CC=[N+](C=C1)C (4-[2-(hexahydro-7-imino-1H-azepin-2-yl)ethyl]-1-methylpyridinium chloride), Cl (monohydrochloride). Yields the product Cl.N1=CC=C(C=C1)CCC1CCCCC(N1)=N (hexahydro-7-[2-(4-pyridinyl)ethyl]-2H-azepin-2-imine, monohydrochloride). Reaction SMILES: [Cl-:1].[NH:2]=[C:3]1[NH:9][CH:8]([CH2:10][CH2:11][C:12]2[CH:17]=[CH:16][N+:15](C)=[CH:14][CH:13]=2)[CH2:7][CH2:6][CH2:5][CH2:4]1.Cl>>[ClH:1].[N:15]1[CH:16]=[CH:17][C:12]([CH2:11][CH2:10][CH:8]2[NH:9][C:3](=[NH:2])[CH2:4][CH2:5][CH2:6][CH2:7]2)=[CH:13][CH:14]=1 |f:0.1,3.4|. Reported procedure: 4-[2-(hexahydro-7-imino-1H-azepin-2-yl)ethyl]-1-methylpyridinium chloride, monohydrochloride salt; The reactants are CN1C(=CC=C1)CN ((1-methyl-1H-pyrrol-2-yl)methylamine), C(C)(C)(C)C1=CC=C(CN=C=S)C=C1 (4-t-butylbenzylisothiocyanate). The solvent is C(C)(=O)OCC (ethyl acetate). Run at time 12 hour. Yields the product C(C)(C)(C)C1=CC=C(CNC(=S)NCC=2N(C=CC2)C)C=C1 (1-(4-t-butylbenzyl)-3-(1-methyl-1H-pyrrol-2-yl)methylthiourea). Isolated yield 75.9%. RXN SMILES: [CH3:1][N:2]1[CH:6]=[CH:5][CH:4]=[C:3]1[CH2:7][NH2:8].[C:9]([C:13]1[CH:22]=[CH:21][C:16]([CH2:17][N:18]=[C:19]=[S:20])=[CH:15][CH:14]=1)([CH3:12])([CH3:11])[CH3:10]>C(OCC)(=O)C>[C:9]([C:13]1[CH:22]=[CH:21][C:16]([CH2:17][NH:18][C:19]([NH:8][CH2:7][C:3]2[N:2]([CH3:1])[CH:6]=[CH:5][CH:4]=2)=[S:20])=[CH:15][CH:14]=1)([CH3:12])([CH3:10])[CH3:11]. Reported procedure: (1-methyl-1H-pyrrol-2-yl)methylamine (65 mg) and 4-t-butylbenzylisothiocyanate (120 mg) were dissolved in ethyl acetate (30 ml) and the solution was stirred for 12 hours. After the completion of the reaction, the resulting mixture was purified by column-chromatography (ethyl acetate/hexane=1/3) to yield the compound 17-2 (140 mg, 75%) Reactants: CC(=O)O (HOAc), C(#N)C1=CC(=C(C=C1NC1=CC(=NS1)C)N[C@@H](C(=O)N)COC)F ((R)-2-(4-cyano-2-fluoro-5-(3-methylisothiazol-5-ylamino)phenylamino)-3-methoxypropanamide), [OH-].[Na+] (NaOH), OO (H2O2). Run in CCO (EtOH), CS(=O)C (DMSO). Run at time 20 minute. The product is NC([C@@H](COC)NC1=CC(=C(C(=O)N)C=C1F)NC1=CC(=NS1)C)=O ((R)-4-(1-amino-3-methoxy-1-oxopropan-2-ylamino)-5-fluoro-2-(3-methylisothiazol-5-ylamino)benzamide). Reaction SMILES: [C:1]([C:3]1[C:8]([NH:9][C:10]2[S:14][N:13]=[C:12]([CH3:15])[CH:11]=2)=[CH:7][C:6]([NH:16][C@H:17]([CH2:21][O:22][CH3:23])[C:18]([NH2:20])=[O:19])=[C:5]([F:24])[CH:4]=1)#[N:2].[OH-].[Na+].OO.CC(O)=[O:31]>CCO.CS(C)=O>[NH2:20][C:18](=[O:19])[C@H:17]([NH:16][C:6]1[C:5]([F:24])=[CH:4][C:3]([C:1]([NH2:2])=[O:31])=[C:8]([NH:9][C:10]2[S:14][N:13]=[C:12]([CH3:15])[CH:11]=2)[CH:7]=1)[CH2:21][O:22][CH3:23] |f:1.2|. Procedure: To a solution of (R)-2-(4-cyano-2-fluoro-5-(3-methylisothiazol-5-ylamino)phenylamino)-3-methoxypropanamide (10 mg, 0.028 mmol) in EtOH (1 mL) and DMSO (0.5 mL), aq. 1N NaOH (0.5 mL, 0.50 mmol) and aq. H2O2 (50%, 0.5 mL) were added. The mixture was stirred at room temperature for 20 min. HOAc (0.5 mL) was added. The mixture was purified by HPLC to give the titled compound (9 mg). MS 368.2 (M+H); UV 219.3, 282.9, 302.6 nm. Starting materials: BrC=1C=C2CCC(C2=CC1)=O (5-bromo-1-indanone), S(O)(O)(=O)=O (sulfuric acid), C1=CC=CC=C1 (benzene), [BH4-].[Na+] (sodium borohydride), alcohol. Solvent: CO (MeOH). Yields the product BrC1=CC=C2C=CCC2=C1 (6-bromo-1H-indene). RXN SMILES: [Br:1][C:2]1[CH:3]=[C:4]2[C:8](=[CH:9][CH:10]=1)[C:7](=O)[CH2:6][CH2:5]2.[BH4-].[Na+].S(=O)(=O)(O)O.C1C=CC=CC=1>CO>[Br:1][C:2]1[CH:3]=[C:4]2[C:8]([CH:7]=[CH:6][CH2:5]2)=[CH:9][CH:10]=1 |f:1.2|. Procedure: Reduction of 5-bromo-1-indanone E1 with sodium borohydride in MeOH followed by dehydration of the resulting alcohol with sulfuric acid in refluxing benzene at about 80° C. affords 6-bromo-1H-indene E2 (CAS#33065-61-1; see, Young J R, Huang S X, Walsh T F, Wyvratt M J, Yang Y T, Yudkovitz J B, Cui J, Mount G R, Ren R N, Wu T-J, Shen X, Lyons K A, Mao A-H, Carlin J R, Karanam B V, Vincent S H, Cheng K and Goulet M T, Bioorg. Med. Chem. Lett. 2002, 12 (5), 827-832).